From a dataset of the Open Reaction Database (ORD), a public repository of structured organic reaction records. describe an organic reaction: reactants, conditions, products, and yield The reactants are CCn1c(=O)ccc2cnc(S(C)=O)nc21, CCOC(C)=O, Nc1ccc(N2CCOCC2)cc1. Yields the product CCn1c(=O)ccc2cnc(Nc3ccc(N4CCOCC4)cc3)nc21. As a reaction SMILES: [CH2:1]([CH3:2])[n:3]1[c:4](=[O:16])[cH:5][cH:6][c:7]2[c:8]1[n:9][c:10]([S:13]([CH3:14])=[O:15])[n:11][cH:12]2.[CH3:30][CH2:31][O:32][C:33](=[O:34])[CH3:35].[O:17]1[CH2:18][CH2:19][N:20]([c:23]2[cH:24][cH:25][c:26]([NH2:27])[cH:28][cH:29]2)[CH2:21][CH2:22]1>>[CH2:1]([CH3:2])[n:3]1[c:4](=[O:16])[cH:5][cH:6][c:7]2[c:8]1[n:9][c:10]([NH:27][c:26]1[cH:25][cH:24][c:23]([N:20]3[CH2:19][CH2:18][O:17][CH2:22][CH2:21]3)[cH:29][cH:28]1)[n:11][cH:12]2.